This data is from the Open Reaction Database (ORD), a public repository of structured organic reaction records. The task is: describe an organic reaction: reactants, conditions, products, and yield Reactants: O=[N+]([O-])c1cc(Br)cnc1NCCN1CCCC1, CCOC(C)=O, Cl, [Na+], O=C([O-])O, O. Product: Nc1cc(Br)cnc1NCCN1CCCC1. RXN SMILES: [Br:6][c:7]1[cH:8][c:9]([N+:21]([O-:22])=[O:23])[c:10]([NH:13][CH2:14][CH2:15][N:16]2[CH2:17][CH2:18][CH2:19][CH2:20]2)[n:11][cH:12]1.[CH3:25][CH2:26][O:27][C:28]([CH3:29])=[O:30].[ClH:24].[Na+:5].[O-:1][C:2]([OH:3])=[O:4].[OH2:31]>>[Br:6][c:7]1[cH:8][c:9]([NH2:21])[c:10]([NH:13][CH2:14][CH2:15][N:16]2[CH2:17][CH2:18][CH2:19][CH2:20]2)[n:11][cH:12]1. The reactants are CCO, CN1C(=O)OCCc2cc([N+](=O)[O-])ccc21. The product is CN1C(=O)OCCc2cc(N)ccc21. Reaction SMILES: [CH3:17][CH2:18][OH:19].[N+:1]([O-:2])(=[O:3])[c:4]1[cH:5][cH:6][c:7]2[c:8]([cH:16]1)[CH2:9][CH2:10][O:11][C:12](=[O:15])[N:13]2[CH3:14]>>[NH2:1][c:4]1[cH:5][cH:6][c:7]2[c:8]([cH:16]1)[CH2:9][CH2:10][O:11][C:12](=[O:15])[N:13]2[CH3:14]. The reactants are C1(CCCC(=O)O1)=O (glutaric anhydride), ON1C(CCC1=O)=O (N-hydroxysuccinimide). Solvent: C1CCOC1 (THF). Yields the product O=C1N(C(CC1)=O)OC(CCCC(=O)O)=O (5-[(2,5-dioxo-1-pyrrolidinyl)oxy]-5-oxo-pentanoic acid). The yield is 46.1%. RXN SMILES: [C:1]1(=[O:8])[O:7][C:5](=[O:6])[CH2:4][CH2:3][CH2:2]1.[OH:9][N:10]1[C:14](=[O:15])[CH2:13][CH2:12][C:11]1=[O:16]>C1COCC1>[O:16]=[C:11]1[CH2:12][CH2:13][C:14](=[O:15])[N:10]1[O:9][C:1](=[O:8])[CH2:2][CH2:3][CH2:4][C:5]([OH:7])=[O:6]. Reported procedure: A solution of 10.0 g (0.088 mol) of glutaric anhydride in 50 mL of dry THF under argon was treated with 10.0 g (0.087 mol) of N-hydroxysuccinimide and heated to reflux for 3.5 hours The reaction was concentrated at reduced pressure to an oil. The oil was crystallized from 50 mL of ethyl acetate to yield 9.2 g (46%) of 5-[(2,5-dioxo-1-pyrrolidinyl)oxy]-5-oxo-pentanoic acid which was treated with 16 mL of thionyl chloride and heated at 45° C. for 3 hours under argon. The reaction mixture was conce... Run at time 8 hour. The product is ClC=1C=C(C2=C(CCCCO2)C1)C(=O)O (7-chloro-2,3,4,5-tetrahydro-1-benzoxepin-9-carboxylic acid). Reactants: O1CCCCC2=C1C(=CC=C2)C(=O)O (2,3,4,5-tetrahydro-1-benzoxepin-9-carboxylic acid), ClN1C(CCC1=O)=O (N-chlorosuccinimide). Procedure: To a solution of 1.7 g (8.9 mmol) of 2,3,4,5-tetrahydro-1-benzoxepin-9-carboxylic acid in 5 ml of DMF is added 1.41 g(10.6 mmol) of N-chlorosuccinimide (NCS) in one portion at room temperature. The solution is stirred overnight and then diluted with ethyl acetate and washed with water. The organic layer is then dried (MgSO4), filtered and concentrated to obtain 7-chloro-2,3,4,5-tetrahydro-1-benzoxepin-9-carboxylic acid. Solvent: C(C)(=O)OCC (ethyl acetate), CN(C)C=O (DMF). As a reaction SMILES: [O:1]1[C:7]2[C:8]([C:12]([OH:14])=[O:13])=[CH:9][CH:10]=[CH:11][C:6]=2[CH2:5][CH2:4][CH2:3][CH2:2]1.[Cl:15]N1C(=O)CCC1=O>CN(C=O)C.C(OCC)(=O)C>[Cl:15][C:10]1[CH:9]=[C:8]([C:12]([OH:14])=[O:13])[C:7]2[O:1][CH2:2][CH2:3][CH2:4][CH2:5][C:6]=2[CH:11]=1. Starting materials: C(C1=CC=CC=C1)(=O)OC(CCCO)C1N(C(C(C(C1OCC1=CC=CC=C1)OCC1=CC=CC=C1)OCC1=CC=CC=C1)COCC1=CC=CC=C1)CC1=CC=CC=C1 (1-[3,4,5-tris(phenylmethoxy)-6[(phenylmethoxy) methyl]-1-(phenylmethyl)-2-piperidinyl]-1,4-butanediol 1-benzoate), C1=CCCCC1 (cyclohexene). The reagents and catalysts are [OH-].[OH-].[Pd+2] (Pearlman's catalyst). Solvent: CO (methanol). Reaction conditions: time 18 hour. The product is C(C1=CC=CC=C1)(=O)OC1CCCN2C(C(C(C(C12)OCC1=CC=CC=C1)OCC1=CC=CC=C1)OCC1=CC=CC=C1)COCC1=CC=CC=C1 (Octahydro-7,8,9-tris (phenylmethoxy)-6-[(phenylmethoxy)methyl]-2H-quinolizin1-ol benzoate). The yield is 31.0%. As a reaction SMILES: [C:1]([O:9][CH:10]([CH:15]1[CH:20]([O:21][CH2:22][C:23]2[CH:28]=[CH:27][CH:26]=[CH:25][CH:24]=2)[CH:19]([O:29][CH2:30][C:31]2[CH:36]=[CH:35][CH:34]=[CH:33][CH:32]=2)[CH:18]([O:37][CH2:38][C:39]2[CH:44]=[CH:43][CH:42]=[CH:41][CH:40]=2)[CH:17]([CH2:45][O:46][CH2:47][C:48]2[CH:53]=[CH:52][CH:51]=[CH:50][CH:49]=2)[N:16]1[CH2:54]C1C=CC=CC=1)[CH2:11][CH2:12]CO)(=[O:8])[C:2]1[CH:7]=[CH:6][CH:5]=[CH:4][CH:3]=1.C1CCCCC=1>CO.[OH-].[OH-].[Pd+2]>[C:1]([O:9][CH:10]1[CH:15]2[N:16]([CH:17]([CH2:45][O:46][CH2:47][C:48]3[CH:49]=[CH:50][CH:51]=[CH:52][CH:53]=3)[CH:18]([O:37][CH2:38][C:39]3[CH:44]=[CH:43][CH:42]=[CH:41][CH:40]=3)[CH:19]([O:29][CH2:30][C:31]3[CH:32]=[CH:33][CH:34]=[CH:35][CH:36]=3)[CH:20]2[O:21][CH2:22][C:23]2[CH:28]=[CH:27][CH:26]=[CH:25][CH:24]=2)[CH2:54][CH2:12][CH2:11]1)(=[O:8])[C:2]1[CH:3]=[CH:4][CH:5]=[CH:6][CH:7]=1 |f:3.4.5|. Procedure details: To a solution of Compound (XV) (0.60 g; 0.74 mmoles) and cyclohexene (5 mL) in methanol (30 mL), Pearlman's catalyst (0.2 g) was added under a nitrogen atmosphere. The suspension was stirred at room temperature for 18 hours, then the catalyst was filtered through Celite and washed with methanol (20 mL). The combined organic layer was evaporated under reduced pressure to yield a crude oil, which was purified via flash chromatography (silica gel; 1:1 as a clear colorless oil (0.34 g) and recovered... Reactants: C(C)(C)(C)C1=CC(=C(C=N1)C=1N([C@]([C@](N1)(C)C1=CC=C(C=C1)Cl)(C)C1=CC=C(C=C1)Cl)C(=O)N1CCC(CC1)CC(=O)O)OCC ({1-[(4S,5R)-2-(6-tert-butyl-4-ethoxy-pyridin-3-yl)-4,5-bis-(4-chloro-phenyl)-4,5-dimethyl-4,5-dihydro-imidazole-1-carbonyl]-piperidin-4-yl}-acetic acid), CN1CCNCC1 (N-methylpiperazine). Yields the product C(C)(C)(C)C1=CC(=C(C=N1)C=1N([C@]([C@](N1)(C)C1=CC=C(C=C1)Cl)(C)C1=CC=C(C=C1)Cl)C(=O)N1CCC(CC1)CC(=O)N1CCN(CC1)C)OCC (2-{1-[(4S,5R)-2-(6-tert-Butyl-4-ethoxy-pyridin-3-yl)-4,5-bis-(4-chloro-phenyl)-4,5-dimethyl-4,5-dihydro-imidazole-1-carbonyl]-piperidin-4-yl}-1-(4-methyl-piperazin-1-yl)-ethanone). As a reaction SMILES: [C:1]([C:5]1[N:10]=[CH:9][C:8]([C:11]2[N:12]([C:32]([N:34]3[CH2:39][CH2:38][CH:37]([CH2:40][C:41](O)=[O:42])[CH2:36][CH2:35]3)=[O:33])[C@@:13]([C:25]3[CH:30]=[CH:29][C:28]([Cl:31])=[CH:27][CH:26]=3)([CH3:24])[C@@:14]([C:17]3[CH:22]=[CH:21][C:20]([Cl:23])=[CH:19][CH:18]=3)([CH3:16])[N:15]=2)=[C:7]([O:44][CH2:45][CH3:46])[CH:6]=1)([CH3:4])([CH3:3])[CH3:2].[CH3:47][N:48]1[CH2:53][CH2:52][NH:51][CH2:50][CH2:49]1>>[C:1]([C:5]1[N:10]=[CH:9][C:8]([C:11]2[N:12]([C:32]([N:34]3[CH2:39][CH2:38][CH:37]([CH2:40][C:41]([N:51]4[CH2:52][CH2:53][N:48]([CH3:47])[CH2:49][CH2:50]4)=[O:42])[CH2:36][CH2:35]3)=[O:33])[C@@:13]([C:25]3[CH:30]=[CH:29][C:28]([Cl:31])=[CH:27][CH:26]=3)([CH3:24])[C@@:14]([C:17]3[CH:22]=[CH:21][C:20]([Cl:23])=[CH:19][CH:18]=3)([CH3:16])[N:15]=2)=[C:7]([O:44][CH2:45][CH3:46])[CH:6]=1)([CH3:2])([CH3:3])[CH3:4]. Procedure: In a manner analogous to the method described in example 163, {1-[(4S,5R)-2-(6-tert-butyl-4-ethoxy-pyridin-3-yl)-4,5-bis-(4-chloro-phenyl)-4,5-dimethyl-4,5-dihydro-imidazole-1-carbonyl]-piperidin-4-yl}-acetic acid was reacted with N-methylpiperazine (Aldrich) to give the title compound. HR-MS (ES, m/z) calculated for C41H53Cl2N6O3 [(M+H)+] 747.3551, observed 747.3554. The product is COC1=C(C=CC=C1)C1C(CCC(C1)C)=O (2-Methoxyphenyl-4-methylcyclohexanone). Reported procedure: 4-Methylcyclohexanone (224 g, 2 moles) was added dropwise rapidly to a cooled, stirred suspension of 170 g (4 moles) of sodium amide in 2 l of tetrahydrofuran under nitrogen. After the addition was complete, the ice bath was removed and the mixture was heated at reflux until the evolution of ammonia ceased (~3 hours). While still at reflux, 142.5 g (1 mole) of o-chloroanisole was added rapidly dropwise and the mixture was heated for an additional hour, until evolution of ammonia ceased. The reactants are CC1CCC(CC1)=O (4-Methylcyclohexanone), [NH2-].[Na+] (sodium amide), N (ammonia), ClC1=C(C=CC=C1)OC (o-chloroanisole). The solvent is O1CCCC1 (tetrahydrofuran). RXN SMILES: [CH3:1][CH:2]1[CH2:7][CH2:6][C:5](=[O:8])[CH2:4][CH2:3]1.[NH2-].[Na+].Cl[C:12]1[CH:17]=[CH:16][CH:15]=[CH:14][C:13]=1[O:18][CH3:19].N>O1CCCC1>[CH3:19][O:18][C:13]1[CH:14]=[CH:15][CH:16]=[CH:17][C:12]=1[CH:4]1[CH2:3][CH:2]([CH3:1])[CH2:7][CH2:6][C:5]1=[O:8] |f:1.2|.